Dataset: the Open Reaction Database (ORD), a public repository of structured organic reaction records. Task: describe an organic reaction: reactants, conditions, products, and yield Reactants: BrC1Cc2ccccc2C1, CCOC(=O)C(C#N)NC(C)=O, CS(C)=O, CC[O-], [Na+]. Yields the product CCOC(=O)C(C#N)(NC(C)=O)C1Cc2ccccc2C1. As a reaction SMILES: [Br:17][CH:18]1[CH2:19][c:20]2[cH:21][cH:22][cH:23][cH:24][c:25]2[CH2:26]1.[C:5]([CH3:6])(=[O:7])[NH:8][CH:9]([C:10](=[O:11])[O:12][CH2:13][CH3:14])[C:15]#[N:16].[CH3:27][S:28](=[O:29])[CH3:30].[CH3:2][CH2:3][O-:4].[Na+:1]>>[C:5]([CH3:6])(=[O:7])[NH:8][C:9]([C:10](=[O:11])[O:12][CH2:13][CH3:14])([C:15]#[N:16])[CH:18]1[CH2:19][c:20]2[cH:21][cH:22][cH:23][cH:24][c:25]2[CH2:26]1. The reactants are N,N′-carbonyldiimidazole, C(=O)(O)C=1C=CC2=C(N(C(=N2)C)CC2=C(C=CC=C2)Cl)C1 (6-Carboxy-1-(2-Chlorobenzyl)-2-Methylbenzimidazole), [N+](=O)([O-])C1=CC=C(C=C1)S(=O)(=O)N (4-nitrobenzenesulfonamide). Solvent: CN(C=O)C (N,N-dimethylformamide), CN(C=O)C (N,N-dimethylformamide). Reaction conditions: time 1 hour. Yields the product ClC1=C(CN2C(=NC3=C2C=C(C=C3)C(NS(=O)(=O)C3=CC=C(C=C3)[N+](=O)[O-])=O)C)C=CC=C1 (1-(2-chlorobenzyl)-2-methyl-6-(4-nitrobenzenesulfonylcarbamoyl)benzimidazole). The yield is 43.1%. RXN SMILES: [C:1]([C:4]1[CH:5]=[CH:6][C:7]2[N:11]=[C:10]([CH3:12])[N:9]([CH2:13][C:14]3[CH:19]=[CH:18][CH:17]=[CH:16][C:15]=3[Cl:20])[C:8]=2[CH:21]=1)([OH:3])=O.[N+:22]([C:25]1[CH:30]=[CH:29][C:28]([S:31]([NH2:34])(=[O:33])=[O:32])=[CH:27][CH:26]=1)([O-:24])=[O:23]>CN(C)C=O>[Cl:20][C:15]1[CH:16]=[CH:17][CH:18]=[CH:19][C:14]=1[CH2:13][N:9]1[C:8]2[CH:21]=[C:4]([C:1](=[O:3])[NH:34][S:31]([C:28]3[CH:27]=[CH:26][C:25]([N+:22]([O-:24])=[O:23])=[CH:30][CH:29]=3)(=[O:33])=[O:32])[CH:5]=[CH:6][C:7]=2[N:11]=[C:10]1[CH3:12]. Procedure details: N,N′-carbonyldiimidazole (0.432 g) is added all at once to an N,N-dimethylformamide (15 ml) solution of 6-carboxy-1-(2-chlorobenzyl)-2-methylbenzimidazole (0.432 g) (example 75), and the solution is stirred for one hour at room temperature. Subsequently, an N,N-dimethylformamide (5 ml) solution of 4-nitrobenzenesulfonamide (0.538 g) and diazabicyclotindecene (0.405 g) is added, and the solution is stirred for 84 hours at 100° C. The reaction solution is cooled and the solvent is removed through ... Reactants: CC(=O)O, [BH3-]C#N, c1ccc(CNc2ccccc2)cc1, CO, Nc1ccc(F)c(Cl)c1, [Na+]. The product is Fc1ccc(NCc2ccccc2)cc1Cl. As a reaction SMILES: [C:15]([OH:16])(=[O:17])[CH3:18].[C:19]([BH3-:20])#[N:21].[CH2:1]([c:2]1[cH:3][cH:4][cH:5][cH:6][cH:7]1)[NH:8][c:9]1[cH:10][cH:11][cH:12][cH:13][cH:14]1.[CH3:32][OH:33].[Cl:23][c:24]1[cH:25][c:26]([NH2:27])[cH:28][cH:29][c:30]1[F:31].[Na+:22]>>[CH2:1]([c:2]1[cH:3][cH:4][cH:5][cH:6][cH:7]1)[NH:27][c:26]1[cH:25][c:24]([Cl:23])[c:30]([F:31])[cH:29][cH:28]1. The reactants are C([C@@H]1[C@H]([C@@H]([C@H]([C@H](O1)O[C@]2([C@H]([C@@H]([C@H](O2)CO)O)O)CO)O)O)O)O (sucrose), C1=CC=CC2=CC=CC=C12 (naphthalene), Sn, C(C(O)C)(=O)OCC (ethyl lactate). The solvent is C(C)O (ethanol). Conditions: temperature 160 celsius. Product: OC(C(=O)OCC)C=C (ethyl 2-hydroxy-3-butenoate). Yield: 48.0%. As a reaction SMILES: [CH2:1](O)[C@H:2]1[O:7][C@H:6]([O:8][C@]2(CO)O[C@H](CO)[C@@H](O)[C@@H]2O)[C@H:5]([OH:20])[C@@H:4](O)[C@@H:3]1O.C1C2C(=CC=CC=2)C=CC=1.C(OCC)(=O)C(C)O>C(O)C>[OH:20][CH:5]([CH:4]=[CH2:3])[C:6]([O:7][CH2:2][CH3:1])=[O:8]. Procedure: An autoclave (50 cc microclave) is charged with 8.0 g of ethanol, 0.2252 g of sucrose (0.6578 mmol), 118.9 mg naphthalene (internal standard) and finally with 160.0 mg Sn-BEA (prepared according to U.S. Pat. No. 6,306,364). The autoclave is closed, charged with 20 bar of argon and heated to 160° C. After the temperature reaches 100° C., the mechanical stirrer is started (500 rpm) and the mixture is heated for 20 hours under these conditions. GC-analysis of the reaction mixture shows that 1.03 mm... The reactants are ClC=1C=C(C=CC1)C(CC(C(=O)O)(O)CC)=O (4-(3-chlorophenyl)-2-ethyl-2-hydroxy-4-oxobutanoic acid), NN (hydrazine). Run in CCCCO (n-BuOH). Reported procedure: A RBF was charged with 4-(3-chlorophenyl)-2-ethyl-2-hydroxy-4-oxobutanoic acid (2.78 g, 10.8 mmol), hydrazine (0.510 ml, 16.2 mmol) and 11 mL of n-BuOH. A Dean-Stark apparatus fitted with a reflux condenser was attached, and the mixture was heated under nitrogen at 130° C. for 15 h. Upon cooling a precipitate formed, which was filtered, washed with cold EtOH, and dried. 6-(3-chlorophenyl)-4-ethylpyridazin-3(2H)-one was isolated as a white solid. MS m/z=235 [M+H]+. Calc'd for C12H11ClN2O: 234.68. Product: ClC=1C=C(C=CC1)C=1C=C(C(NN1)=O)CC (6-(3-chlorophenyl)-4-ethylpyridazin-3(2H)-one). RXN SMILES: [Cl:1][C:2]1[CH:3]=[C:4]([C:8](=O)[CH2:9][C:10]([CH2:15][CH3:16])(O)[C:11](O)=[O:12])[CH:5]=[CH:6][CH:7]=1.[NH2:18][NH2:19]>CCCCO>[Cl:1][C:2]1[CH:3]=[C:4]([C:8]2[CH:9]=[C:10]([CH2:15][CH3:16])[C:11](=[O:12])[NH:18][N:19]=2)[CH:5]=[CH:6][CH:7]=1. Reaction conditions: temperature 130 celsius. Starting materials: FC(C=1C=C(C=CC1OC(C(F)(F)F)C)C1=NC(=NO1)C1=C2C(=CNC2=CC=C1)C=O)(F)F (4-{5-[3-(trifluoromethyl)-4-(2,2,2-trifluoro-1-methylethoxy)phenyl]-1,2,4-oxadiazol-3-yl}-1H-indole-3-carboaldehyde), CN (CH3NH2), iminium. Solvent: CO (CH3OH), CO (CH3OH). Run at time 3 hour. Yields the product CNCC1=CNC2=CC=CC(=C12)C1=NOC(=N1)C1=CC(=C(C=C1)OC(C(F)(F)F)C)C(F)(F)F (N-methyl-1-(4-{5-[3-(trifluoromethyl)-4-(2,2,2-trifluoro-1-methylethoxy)phenyl]-1,2,4-oxadiazol-3-yl}-1H-indol-3-yl)methanamine). The yield is 56.5%. RXN SMILES: [F:1][C:2]([F:33])([F:32])[C:3]1[CH:4]=[C:5]([C:16]2[O:20][N:19]=[C:18]([C:21]3[CH:29]=[CH:28][CH:27]=[C:26]4[C:22]=3[C:23]([CH:30]=O)=[CH:24][NH:25]4)[N:17]=2)[CH:6]=[CH:7][C:8]=1[O:9][CH:10]([CH3:15])[C:11]([F:14])([F:13])[F:12].[CH3:34][NH2:35]>CO>[CH3:34][NH:35][CH2:30][C:23]1[C:22]2[C:26](=[CH:27][CH:28]=[CH:29][C:21]=2[C:18]2[N:17]=[C:16]([C:5]3[CH:6]=[CH:7][C:8]([O:9][CH:10]([CH3:15])[C:11]([F:14])([F:12])[F:13])=[C:3]([C:2]([F:33])([F:32])[F:1])[CH:4]=3)[O:20][N:19]=2)[NH:25][CH:24]=1. Reported procedure: To a solution of 4-{5-[3-(trifluoromethyl)-4-(2,2,2-trifluoro-1-methylethoxy)phenyl]-1,2,4-oxadiazol-3-yl}-1H-indole-3-carboaldehyde (150.0 mg) in CH3OH (1.5 ml) was added a 40% CH3OH solution of CH3NH2 (74.5 mg) at 0° C. After warming to room temperature, the solution was stirred at room temperature for 3 hours. After confirming the production of an iminium salt, the organic solvent was evaporated under reduced pressure. The residue was dissolved in EtOH (1.5 ml). To this was added NaBH4 (12.09... Starting materials: CCN(CC)C(C)=O, CCN(C(C)C)C(C)C, Clc1cccnc1Cl, COCc1nc2c(c(Nc3ccc(C(F)(F)F)cc3)n1)CCNC2, C1COCCO1. The product is COCc1nc2c(c(Nc3ccc(C(F)(F)F)cc3)n1)CCN(c1ncccc1Cl)C2. RXN SMILES: [CH2:48]([N:49]([CH2:50][CH3:51])[C:52](=[O:53])[CH3:54])[CH3:55].[CH:1]([N:2]([CH:3]([CH3:4])[CH3:5])[CH2:6][CH3:7])([CH3:8])[CH3:9].[Cl:34][c:35]1[n:36][cH:37][cH:38][cH:39][c:40]1[Cl:41].[F:10][C:11]([c:12]1[cH:13][cH:14][c:15]([NH:18][c:19]2[c:20]3[c:21]([n:22][c:23]([CH2:25][O:26][CH3:27])[n:24]2)[CH2:28][NH:29][CH2:30][CH2:31]3)[cH:16][cH:17]1)([F:32])[F:33].[O:42]1[CH2:43][CH2:44][O:45][CH2:46][CH2:47]1>>[F:10][C:11]([c:12]1[cH:13][cH:14][c:15]([NH:18][c:19]2[c:20]3[c:21]([n:22][c:23]([CH2:25][O:26][CH3:27])[n:24]2)[CH2:28][N:29]([c:35]2[n:36][cH:37][cH:38][cH:39][c:40]2[Cl:41])[CH2:30][CH2:31]3)[cH:16][cH:17]1)([F:32])[F:33].